describe an organic reaction: reactants, conditions, products, and yield From a dataset of the Open Reaction Database (ORD), a public repository of structured organic reaction records. Starting materials: [Al+3], COc1cccc(C)c1O, Cc1ccccc1, CCCCCC, [Cl-], [Cl-], [Cl-], Cl, O=C(C(F)(F)F)C(F)(F)F. The product is COc1cc(C(O)(C(F)(F)F)C(F)(F)F)cc(C)c1O. RXN SMILES: [Al+3:12].[CH3:1][O:2][c:3]1[c:4]([OH:10])[c:5]([CH3:9])[cH:6][cH:7][cH:8]1.[CH3:26][c:27]1[cH:28][cH:29][cH:30][cH:31][cH:32]1.[CH3:33][CH2:34][CH2:35][CH2:36][CH2:37][CH3:38].[Cl-:11].[Cl-:13].[Cl-:14].[ClH:25].[F:15][C:16]([F:17])([F:18])[C:19](=[O:20])[C:21]([F:22])([F:23])[F:24]>>[CH3:1][O:2][c:3]1[c:4]([OH:10])[c:5]([CH3:9])[cH:6][c:7]([C:19]([C:16]([F:15])([F:17])[F:18])([OH:20])[C:21]([F:22])([F:23])[F:24])[cH:8]1. Reactants: ClC1=CC=C(C=C1)S(=O)(=O)N([C@H]1[C@@H](CCCC1)CO)CC1=C(C(=C(C=C1)C=1OC=CN1)F)F (4-chloro-N-(2,3-difluoro-4-(oxazol-2-yl)benzyl)-N-((1R,2R)-2-(hydroxymethyl)cyclohexyl)benzenesulfonamide), OC[C@H]1[C@@H](CCCC1)NS(=O)(=O)C=1C=NC(=CC1)C(F)(F)F (N-((1R,2R)-2-(hydroxymethyl)cyclohexyl)-6-(trifluoromethyl)pyridine-3-sulfonamide), C([O-])([O-])=O.[Cs+].[Cs+] (cesium carbonate), BrCC1=C(C(=C(C=C1)C=1OC=CN1)F)F (2-(4-(bromomethyl)-2,3-difluorophenyl)oxazole). The product is title compound, FC1=C(CN(S(=O)(=O)C=2C=NC(=CC2)C(F)(F)F)[C@H]2[C@@H](CCCC2)CO)C=CC(=C1F)C=1OC=CN1 (N-(2,3-difluoro-4-(oxazol-2-yl)benzyl)-N-((1R,2R)-2-(hydroxymethyl)cyclohexyl)-6-(trifluoromethyl)pyridine-3-sulfonamide). Yield: 51.4%. Reaction SMILES: [OH:1][CH2:2][C@@H:3]1[CH2:8][CH2:7][CH2:6][CH2:5][C@H:4]1[NH:9][S:10]([C:13]1[CH:14]=[N:15][C:16]([C:19]([F:22])([F:21])[F:20])=[CH:17][CH:18]=1)(=[O:12])=[O:11].C(=O)([O-])[O-].[Cs+].[Cs+].Br[CH2:30][C:31]1[CH:36]=[CH:35][C:34]([C:37]2[O:38][CH:39]=[CH:40][N:41]=2)=[C:33]([F:42])[C:32]=1[F:43].ClC1C=CC(S(N(CC2C=CC(C3OC=CN=3)=C(F)C=2F)[C@@H]2CCCC[C@H]2CO)(=O)=O)=CC=1>>[F:43][C:32]1[C:33]([F:42])=[C:34]([C:37]2[O:38][CH:39]=[CH:40][N:41]=2)[CH:35]=[CH:36][C:31]=1[CH2:30][N:9]([C@@H:4]1[CH2:5][CH2:6][CH2:7][CH2:8][C@H:3]1[CH2:2][OH:1])[S:10]([C:13]1[CH:14]=[N:15][C:16]([C:19]([F:22])([F:21])[F:20])=[CH:17][CH:18]=1)(=[O:12])=[O:11] |f:1.2.3|. Reported procedure: The title compound was synthesized from N-((1R,2R)-2-(hydroxymethyl)cyclohexyl)-6-(trifluoromethyl)pyridine-3-sulfonamide (50 mg, 0.15 mmol), cesium carbonate (72 mg, 0.22 mmol), and 2-(4-(bromomethyl)-2,3-difluorophenyl)oxazole (50 mg, 0.18 mmol) according to the procedure described for 4-chloro-N-(2,3-difluoro-4-(oxazol-2-yl)benzyl)-N-((1R,2R)-2-(hydroxymethyl)cyclohexyl)benzenesulfonamide (Example 20) to give N-(2,3-difluoro-4-(oxazol-2-yl)benzyl)-N-((1R,2R)-2-(hydroxymethyl)cyclohexyl)-6-(tr... The reactants are ClC1=NC(=C2N=CN(C2=N1)C)NCC1=CC(=CC=C1)I (2-Chloro-N6 -(3-Iodobenzyl)-9-Methyladenine), CN (methylamine), CN (methylamine). Solvent: C1CCOC1 (THF), O (water). Run at temperature 85 celsius, time 14 hour. The product is IC=1C=C(CNC2=C3N=CN(C3=NC(=N2)NC)C)C=CC1 (N6 -(3-Iodobenzyl)-2-Methylamino-9-Methyladenine). Isolated yield 89.0%. RXN SMILES: Cl[C:2]1[N:10]=[C:9]2[C:5]([N:6]=[CH:7][N:8]2[CH3:11])=[C:4]([NH:12][CH2:13][C:14]2[CH:19]=[CH:18][CH:17]=[C:16]([I:20])[CH:15]=2)[N:3]=1.[CH3:21][NH2:22]>C1COCC1.O>[I:20][C:16]1[CH:15]=[C:14]([CH:19]=[CH:18][CH:17]=1)[CH2:13][NH:12][C:4]1[N:3]=[C:2]([NH:22][CH3:21])[N:10]=[C:9]2[C:5]=1[N:6]=[CH:7][N:8]2[CH3:11]. Reported procedure: A mixture of compound 6 (25 mg, 0.06 mmol) and 2M methylamine in THF (1 mL) and 40% methylamine in water (1 mL) was stirred for 14 h at 85° C. After removal of volatiles in vacuo, the residue was triturated with methanol-water, and the solid that formed was collected by suction filtration, washed with water (10 mL), and dried to give compound 11 (22 mg, 89.0%). 1H NMR (DMSO-d6) δ 2.76 (d, J=4.6 Hz, 3 H, NHCH3), 3.55 (s, 3 H, 9-CH3), 4.59 (br s, 2 H, CH2), 6.28 (br d, J=4.3 Hz, 1 H, exchangeable ... Starting materials: BrCCCOC=1C=CC2=C(SC=C2C2=CC=C(C=C2)F)C1 (6-(3-Bromo-propoxy)-3-(4-fluoro-phenyl)-benzo[b]thiophene), COCCNCC (N-(2-methoxyethyl)ethylamine). Yields the product C(C)N(CCOC)CCCOC=1C=CC2=C(SC=C2C2=CC=C(C=C2)F)C1 (Ethyl-{3-[3-(4-fluoro-phenyl)-benzo[b]thiophen-6-yloxy]-propyl}-(2-methoxy-ethyl)-amine). As a reaction SMILES: Br[CH2:2][CH2:3][CH2:4][O:5][C:6]1[CH:7]=[CH:8][C:9]2[C:13]([C:14]3[CH:19]=[CH:18][C:17]([F:20])=[CH:16][CH:15]=3)=[CH:12][S:11][C:10]=2[CH:21]=1.[CH3:22][O:23][CH2:24][CH2:25][NH:26][CH2:27][CH3:28]>>[CH2:27]([N:26]([CH2:2][CH2:3][CH2:4][O:5][C:6]1[CH:7]=[CH:8][C:9]2[C:13]([C:14]3[CH:19]=[CH:18][C:17]([F:20])=[CH:16][CH:15]=3)=[CH:12][S:11][C:10]=2[CH:21]=1)[CH2:25][CH2:24][O:23][CH3:22])[CH3:28]. Reported procedure: In analogy to example 3.1, 6-(3-Bromo-propoxy)-3-(4-fluoro-phenyl)-benzo[b]thiophene and N-(2-methoxyethyl)ethylamine were converted to yield Ethyl-{3-[3-(4-fluoro-phenyl)-benzo[b]thiophen-6-yloxy]-propyl}-(2-methoxy-ethyl)-amine as colorless oil, MS: 388 (MH+). The reactants are ClC1=NC(=C(C(=C1C#N)C1=CC=C(C=C1)OCCO)C#N)OC (2-chloro-4-[4-(2-hydroxyethoxy)phenyl]-6-methoxypyridine-3,5-dicarbonitrile), C([O-])([O-])=O.[K+].[K+] (potassium carbonate), Cl.N1=CC(=CC=C1)CCl (3-picolyl chloride hydrochloride), [S-2].[Na+].[Na+] (sodium sulphide). The solvent is CN(C)C=O (DMF). Reaction conditions: time 3 hour. Yields the product OCCOC1=CC=C(C=C1)C1=C(C(=NC(=C1C#N)SCC=1C=NC=CC1)OC)C#N (4-[4-(2-Hydroxyethoxy)phenyl]-2-methoxy-6-[(pyridin-3-ylmethyl)sulphanyl]pyridine-3,5-dicarbonitrile). RXN SMILES: Cl[C:2]1[C:7]([C:8]#[N:9])=[C:6]([C:10]2[CH:15]=[CH:14][C:13]([O:16][CH2:17][CH2:18][OH:19])=[CH:12][CH:11]=2)[C:5]([C:20]#[N:21])=[C:4]([O:22][CH3:23])[N:3]=1.[S-2:24].[Na+].[Na+].C(=O)([O-])[O-].[K+].[K+].Cl.[N:34]1[CH:39]=[CH:38][CH:37]=[C:36]([CH2:40]Cl)[CH:35]=1>CN(C=O)C>[OH:19][CH2:18][CH2:17][O:16][C:13]1[CH:14]=[CH:15][C:10]([C:6]2[C:7]([C:8]#[N:9])=[C:2]([S:24][CH2:40][C:36]3[CH:35]=[N:34][CH:39]=[CH:38][CH:37]=3)[N:3]=[C:4]([O:22][CH3:23])[C:5]=2[C:20]#[N:21])=[CH:11][CH:12]=1 |f:1.2.3,4.5.6,7.8|. Procedure: 494 mg (1.5 mmol) of 2-chloro-4-[4-(2-hydroxyethoxy)phenyl]-6-methoxypyridine-3,5-dicarbonitrile are initially charged in 5 ml of DMF, 140 mg (1.8 mmol) of sodium sulphide are added and the mixture is stirred at room temperature for 3 hours. 311 mg (2.25 mmol) of potassium carbonate and 307 mg (1.8 mmol) of 3-picolyl chloride hydrochloride are then added. The reaction mixture is stirred at 45° C. overnight and then purified by preparative HPLC (acetonitrile/water: 10:90→95:5, with 0.1% formic ac... The reactants are [Cl-].[NH4+] (ammonium chloride), Cl (hydrochloric acid), [OH-].[Na+] (sodium hydroxide), ClC=1C=C(OC2=C(C=C(C(=O)O)C=C2S(N)(=O)=O)[N+](=O)[O-])C=CC1 (4-(m-Chlorophenoxy)-3-nitro-5-sulphamyl-benzoic acid). Reagents/catalysts: [Fe] (iron). The solvent is O (water). Conditions: time 6 hour. The product is NC=1C=C(C(=O)O)C=C(C1OC1=CC(=CC=C1)Cl)S(N)(=O)=O (3-amino-4-(m-chlorophenoxy)-5-sulphamyl-benzoic acid). As a reaction SMILES: [Cl-].[NH4+].Cl.[Cl:4][C:5]1[CH:6]=[C:7]([CH:25]=[CH:26][CH:27]=1)[O:8][C:9]1[C:17]([S:18](=[O:21])(=[O:20])[NH2:19])=[CH:16][C:12]([C:13]([OH:15])=[O:14])=[CH:11][C:10]=1[N+:22]([O-])=O.[OH-].[Na+]>[Fe].O>[NH2:22][C:10]1[CH:11]=[C:12]([CH:16]=[C:17]([S:18](=[O:20])(=[O:21])[NH2:19])[C:9]=1[O:8][C:7]1[CH:25]=[CH:26][CH:27]=[C:5]([Cl:4])[CH:6]=1)[C:13]([OH:15])=[O:14] |f:0.1,4.5|. Reported procedure: A mixture of ammonium chloride (1.2 g), metallic iron powder (11 g), concentrated hydrochloric acid (0.05 ml), and water (30 ml) was heated on a steam bath. 4-(m-Chlorophenoxy)-3-nitro-5-sulphamyl-benzoic acid (3 g) was added while stirring, and the heating was continued for 6 hours. Then 1N sodium hydroxide (50 ml) was added, and the reaction mixture was filtered. The filter cake was washed twice with 1N sodium hydroxide (50 ml each time). The combined filtrates were adjusted to a pH of 2.5 by ... Yields the product CC(c1ccc(-c2ccc(F)cc2)cc1)N1CCC(CCN2CCC2)(c2ccc(F)cc2)OC1=O. Reactants: C1CNC1, CC(c1ccc(-c2ccc(F)cc2)cc1)N1CCC(CCO)(c2ccc(F)cc2)OC1=O. RXN SMILES: [CH2:33]1[CH2:34][NH:35][CH2:36]1.[F:1][c:2]1[cH:3][cH:4][c:5](-[c:8]2[cH:9][cH:10][c:11]([CH:14]([CH3:15])[N:16]3[C:17](=[O:32])[O:18][C:19]([CH2:22][CH2:23][OH:24])([c:25]4[cH:26][cH:27][c:28]([F:31])[cH:29][cH:30]4)[CH2:20][CH2:21]3)[cH:12][cH:13]2)[cH:6][cH:7]1>>[F:1][c:2]1[cH:3][cH:4][c:5](-[c:8]2[cH:9][cH:10][c:11]([CH:14]([CH3:15])[N:16]3[C:17](=[O:32])[O:18][C:19]([CH2:22][CH2:23][N:35]4[CH2:34][CH2:33][CH2:36]4)([c:25]4[cH:26][cH:27][c:28]([F:31])[cH:29][cH:30]4)[CH2:20][CH2:21]3)[cH:12][cH:13]2)[cH:6][cH:7]1. Starting materials: CN(CSc1ccccc1C(C)(C)C)C(=O)[O-], CO, [Na+], [OH-]. Yields the product CC(C)(C)c1ccccc1S. Reaction SMILES: [C:1]([CH3:2])([CH3:3])([CH3:4])[c:5]1[c:6]([S:11][CH2:12][N:13]([CH3:14])[C:15](=[O:16])[O-:17])[cH:7][cH:8][cH:9][cH:10]1.[CH3:20][OH:21].[Na+:19].[OH-:18]>>[C:1]([CH3:2])([CH3:3])([CH3:4])[c:5]1[c:6]([SH:11])[cH:7][cH:8][cH:9][cH:10]1. Starting materials: ClC=1C=C(C=C(C1Cl)Cl)O (3,4,5-trichlorophenol), C[O-].[Na+] (sodium methoxide), BrC(C(=O)OC)C1=CC=C(C=C1)OC1=CC=C(C=C1)Cl (methyl α-bromo-α-[p-(p-chlorophenoxy)phenyl]acetate). Solvent: CO (methanol), C1=CC=CC=C1 (benzene), [I-].[K+] (potassium iodide), C(Cl)(Cl)Cl (chloroform). Yields the product ClC=1C=C(OC(C(=O)OC)C2=CC=C(C=C2)OC2=CC=C(C=C2)Cl)C=C(C1Cl)Cl (Methyl α-(3,4,5-trichlorophenoxy)-α-[p-(p-chlorophenoxy)phenyl]acetate). Reaction SMILES: [Cl:1][C:2]1[CH:3]=[C:4]([OH:10])[CH:5]=[C:6]([Cl:9])[C:7]=1[Cl:8].C[O-].[Na+].Br[CH:15]([C:20]1[CH:25]=[CH:24][C:23]([O:26][C:27]2[CH:32]=[CH:31][C:30]([Cl:33])=[CH:29][CH:28]=2)=[CH:22][CH:21]=1)[C:16]([O:18][CH3:19])=[O:17]>CO.C1C=CC=CC=1.[I-].[K+].C(Cl)(Cl)Cl>[Cl:1][C:2]1[CH:3]=[C:4]([CH:5]=[C:6]([Cl:9])[C:7]=1[Cl:8])[O:10][CH:15]([C:20]1[CH:25]=[CH:24][C:23]([O:26][C:27]2[CH:28]=[CH:29][C:30]([Cl:33])=[CH:31][CH:32]=2)=[CH:22][CH:21]=1)[C:16]([O:18][CH3:19])=[O:17] |f:1.2,6.7|. Procedure details: To a solution of 4.93 g of 3,4,5-trichlorophenol and 1.19 g of sodium methoxide in 40 ml of methanol is added 7.11 g of methyl α-bromo-α-[p-(p-chlorophenoxy)phenyl]acetate in 10 ml of benzene and 50 mg of potassium iodide. The mixture is refluxed for 20 hours and the solvent removed in vacuo. To the residue is added water and the mixture is extracted with ether. The ether extracts are washed with 10% potassium carbonate and with water and dried (MgSO4). Evaporation of the solvent under vacuum gi...